The task is: describe an organic reaction: reactants, conditions, products, and yield. This data is from the Open Reaction Database (ORD), a public repository of structured organic reaction records. RXN SMILES: [Cl:12][CH2:13][CH2:14][NH2:15].[ClH:11].[H-:9].[Na+:10].[O:16]1[CH2:17][CH2:18][CH2:19][CH2:20]1.[OH:1][c:2]1[cH:3][cH:4][cH:5][c:6]([Cl:7])[cH:8]1>>[O:1]([c:2]1[cH:3][cH:4][cH:5][c:6]([Cl:7])[cH:8]1)[CH2:13][CH2:14][NH2:15]. Starting materials: NCCCl, Cl, [H-], [Na+], C1CCOC1, Oc1cccc(Cl)c1. Product: NCCOc1cccc(Cl)c1. The reactants are C(C)OCC (diethyl ether), ClC1=CC(=CC=C1)C(=O)OO (m-chloroperbenzoic acid), CSCC1=[N+](C2=CC=CC=C2[N+](=C1C(=O)OC)[O-])[O-] (2-methylthiomethyl-3-carbomethoxyquinoxaline 1,4-dioxide). Run in C(Cl)(Cl)Cl (chloroform), C(Cl)(Cl)Cl (chloroform). Conditions: time 1 hour. Yields the product CS(=O)CC1=[N+](C2=CC=CC=C2[N+](=C1C(=O)OC)[O-])[O-] (2-Methylsulfinylmethyl-3-Carbomethoxy-quinoxaline 1,4-Dioxide). RXN SMILES: ClC1C=CC=C(C(OO)=[O:9])C=1.[CH3:12][S:13][CH2:14][C:15]1[C:24]([C:25]([O:27][CH3:28])=[O:26])=[N+:23]([O-:29])[C:22]2[C:17](=[CH:18][CH:19]=[CH:20][CH:21]=2)[N+:16]=1[O-:30].C(OCC)C>C(Cl)(Cl)Cl>[CH3:12][S:13]([CH2:14][C:15]1[C:24]([C:25]([O:27][CH3:28])=[O:26])=[N+:23]([O-:29])[C:22]2[C:17](=[CH:18][CH:19]=[CH:20][CH:21]=2)[N+:16]=1[O-:30])=[O:9]. Reported procedure: A solution of m-chloroperbenzoic acid (9.4 g., 0.0465 m of 85 percent material) in chloroform (75 ml.) was added dropwise to a solution of 2-methylthiomethyl-3-carbomethoxyquinoxaline 1,4-dioxide (13.0 g. 0.0465 m) in chloroform (100 ml.). The mixture was stirred for one hour and then added dropwise, with stirring, to diethyl ether (1.1 liters). The yellow solid which precipitated was filtered off, washed with diethyl ether (50 ml.) and then with hexane (100 ml.) and dried. Yield = 13.4 g., 97 p... The reactants are CCO, [H][H], O=[N+]([O-])c1ccc2nc(NC3CCc4ccccc43)ccc2c1, O, O=[Pt]. Yields the product Nc1ccc2nc(NC3CCc4ccccc43)ccc2c1. Reaction SMILES: [CH3:26][CH2:27][OH:28].[H:24][H:25].[N+:1]([O-:2])(=[O:3])[c:4]1[cH:5][c:6]2[cH:7][cH:8][c:9]([NH:14][CH:15]3[CH2:16][CH2:17][c:18]4[cH:19][cH:20][cH:21][cH:22][c:23]43)[n:10][c:11]2[cH:12][cH:13]1.[OH2:29].[Pt:30]=[O:31]>>[NH2:1][c:4]1[cH:5][c:6]2[cH:7][cH:8][c:9]([NH:14][CH:15]3[CH2:16][CH2:17][c:18]4[cH:19][cH:20][cH:21][cH:22][c:23]43)[n:10][c:11]2[cH:12][cH:13]1. Starting materials: C(C1=CC=CC=C1)(C1=CC=CC=C1)N1CC(C1)C1=CC=CC=C1 (1-benzhydryl-3-phenylazetidine), [H][H] (hydrogen). Reagents/catalysts: [OH-].[OH-].[Pd+2] (palladium hydroxide on activated carbon). Solvent: C(C)O (ethanol), C(C)O (ethanol). Run at time 15 minute. Product: C1(=CC=CC=C1)C1CNC1 (3-Phenyl-azetidine). Yield: 33.2%. RXN SMILES: C([N:14]1[CH2:17][CH:16]([C:18]2[CH:23]=[CH:22][CH:21]=[CH:20][CH:19]=2)[CH2:15]1)(C1C=CC=CC=1)C1C=CC=CC=1.[H][H]>[OH-].[OH-].[Pd+2].C(O)C>[C:18]1([CH:16]2[CH2:17][NH:14][CH2:15]2)[CH:23]=[CH:22][CH:21]=[CH:20][CH:19]=1 |f:2.3.4|. Procedure: Add 20% palladium hydroxide on activated carbon (0.130 g) and ethanol (25 mL) to a Parr pressure vessel. Purge the reaction vessel with nitrogen, pressurize the reaction mixture with hydrogen (400 kPa), seal the vessel and agitate the mixture at RT for 15 min. Vent the hydrogen from the reaction vessel and purge the reaction vessel with nitrogen. Add 1-benzhydryl-3-phenylazetidine (0.515 g, 0.00172 mol) and ethanol (75 mL) to the pressure vessel. Purge the reaction vessel with nitrogen, pressuri...